From a dataset of the Open Reaction Database (ORD), a public repository of structured organic reaction records. describe an organic reaction: reactants, conditions, products, and yield Reactants: C(CCCCCC)C1CCC(CC1)(O)C1=CC(=CC=C1)F (4-heptyl-1-(3-fluorophenyl)-cyclohexanol), C1(=CC=C(C=C1)S(=O)(=O)O)C (p-toluenesulfonic acid), O (water), O (water). Run in C1(=CC=CC=C1)C (toluene), C1(=CC=CC=C1)C (toluene). Reaction conditions: temperature 30 celsius. The product is C(CCCCCC)C1=CCC(CC1)C1=CC(=CC=C1)F (4-heptyl-1-(3-fluorophenyl)-3-cyclohexene). Yield: 93.6%. As a reaction SMILES: [CH2:1]([CH:8]1[CH2:13][CH2:12][C:11]([C:15]2[CH:20]=[CH:19][CH:18]=[C:17]([F:21])[CH:16]=2)(O)[CH2:10][CH2:9]1)[CH2:2][CH2:3][CH2:4][CH2:5][CH2:6][CH3:7].C1(C)C=CC(S(O)(=O)=O)=CC=1.O>C1(C)C=CC=CC=1>[CH2:1]([C:8]1[CH2:13][CH2:12][CH:11]([C:15]2[CH:20]=[CH:19][CH:18]=[C:17]([F:21])[CH:16]=2)[CH2:10][CH:9]=1)[CH2:2][CH2:3][CH2:4][CH2:5][CH2:6][CH3:7]. Reported procedure: The compound (10) (80.0 g), p-toluenesulfonic acid (2.4 g) and toluene (250 ml) were mixed, and the mixture was heated under reflux for 2 hours while water being distilled was removed. The reaction mixture obtained was cooled to 30° C., and then water (500 ml) and toluene (900 ml) were added and mixed thereto. The mixture was then allowed to stand until it had separated into two phases of organic and aqueous phases, and an extractive operation into an organic phase was carried out. The organic p...